This data is from the Open Reaction Database (ORD), a public repository of structured organic reaction records. The task is: describe an organic reaction: reactants, conditions, products, and yield Starting materials: BrCCCC[Si](Cl)(C)C (4-bromobutyldimethylchlorosilane), C(#CC)[Li] (propynyllithium), C(C)OCC (diethyl ether), ice water. Conditions: temperature 25 celsius, time 8 hour. Yields the product BrCCCC[Si](C#CC)(C)C (1-(4-bromobutyldimethylsilyl)-1-propyne). The yield is 75.0%. RXN SMILES: [Br:1][CH2:2][CH2:3][CH2:4][CH2:5][Si:6]([CH3:9])([CH3:8])Cl.[C:10]([Li])#[C:11]C.[CH2:14](OCC)C>>[Br:1][CH2:2][CH2:3][CH2:4][CH2:5][Si:6]([CH3:9])([CH3:14])[C:8]#[C:10][CH3:11]. Reported procedure: This novel monomer was synthesized by adding 6.7 g (0.029 mole) of 4-bromobutyldimethylchlorosilane dropwise at 0° C. to a stirred solution of propynyllithium (1.34 g, 0.029 mole) in 50 ml of dry diethyl ether. The reaction mixture was stirred overnight at 25° C. and then poured into 400 ml of ice water. The ether layer was washed with distilled water, separated, and dried over MgSO4. The ether layer was then filtered and the product separated by removing the ether using a rotovapor. The resulti... Reactants: COc1ccccc1-c1c[nH]c2ncc(Br)cc12, O=C([O-])[O-], CN(C)C(=O)C(=O)c1cncc(B2OC(C)(C)C(C)(C)O2)c1, CC#N, [Na+], [Na+], [N-]=O. Product: COc1ccccc1-c1c[nH]c2ncc(-c3cncc(C(=O)C(=O)N(C)C)c3)cc12. RXN SMILES: [Br:23][c:24]1[cH:25][c:26]2[c:27]([n:28][cH:29]1)[nH:30][cH:31][c:32]2-[c:33]1[c:34]([O:39][CH3:40])[cH:35][cH:36][cH:37][cH:38]1.[C:41](=[O:42])([O-:43])[O-:44].[CH3:1][N:2]([C:3]([C:4]([c:5]1[cH:6][n:7][cH:8][c:9]([B:11]2[O:12][C:13]([CH3:14])([CH3:15])[C:16]([CH3:17])([CH3:18])[O:19]2)[cH:10]1)=[O:20])=[O:21])[CH3:22].[CH3:49][C:50]#[N:51].[Na+:45].[Na+:46].[O:47]=[N-:48]>>[CH3:1][N:2]([C:3]([C:4]([c:5]1[cH:6][n:7][cH:8][c:9](-[c:24]2[cH:25][c:26]3[c:27]([n:28][cH:29]2)[nH:30][cH:31][c:32]3-[c:33]2[c:34]([O:39][CH3:40])[cH:35][cH:36][cH:37][cH:38]2)[cH:10]1)=[O:20])=[O:21])[CH3:22]. The reactants are N(=NC(=O)OCC)C(=O)OCC (Diethyl azodicarboxylate), OC=1C=C(C=C(C1)C)OS(=O)(=O)C1=C(C(=CC=C1)Cl)Cl (2,3-dichlorobenzenesulfonic acid 3-hydroxy-5-methylphenyl ester), C1(=CC=CC=C1)P(C1=CC=CC=C1)C1=CC=CC=C1 (triphenylphosphine), O(C(C)(C)C)C(=O)N1CCC(CC1)CO (N-tert-butoxylcarbonyl-4-piperidinemethanol). The solvent is O1CCCC1 (tetrahydrofuran). Reaction conditions: temperature 0 celsius, time 3 hour. Yields the product C(C)(C)(C)OC(=O)N1CCC(CC1)COC=1C=C(C=C(C1)C)OS(=O)(=O)C1=C(C(=CC=C1)Cl)Cl (2,3-Dichlorobenzenesulfonic Acid 3-[[N-(tert-butoxycarbonyl)piperidin-4-yl]methoxy]-5-methylphenyl Ester). Yield: 87.7%. As a reaction SMILES: N(C(OCC)=O)=NC(OCC)=O.[OH:13][C:14]1[CH:15]=[C:16]([O:21][S:22]([C:25]2[CH:30]=[CH:29][CH:28]=[C:27]([Cl:31])[C:26]=2[Cl:32])(=[O:24])=[O:23])[CH:17]=[C:18]([CH3:20])[CH:19]=1.[O:33]([C:38]([N:40]1[CH2:45][CH2:44][CH:43]([CH2:46]O)[CH2:42][CH2:41]1)=[O:39])[C:34]([CH3:37])([CH3:36])[CH3:35].C1(P(C2C=CC=CC=2)C2C=CC=CC=2)C=CC=CC=1>O1CCCC1>[C:34]([O:33][C:38]([N:40]1[CH2:45][CH2:44][CH:43]([CH2:46][O:13][C:14]2[CH:15]=[C:16]([O:21][S:22]([C:25]3[CH:30]=[CH:29][CH:28]=[C:27]([Cl:31])[C:26]=3[Cl:32])(=[O:24])=[O:23])[CH:17]=[C:18]([CH3:20])[CH:19]=2)[CH2:42][CH2:41]1)=[O:39])([CH3:37])([CH3:35])[CH3:36]. Reported procedure: Diethyl azodicarboxylate (349 mg, 2.0 mmol) was added to a solution of 2,3-dichlorobenzenesulfonic acid 3-hydroxy-5-methylphenyl ester (644 mg, 2.0 mmol), as prepared in the preceding step, N-tert-butoxylcarbonyl-4-piperidinemethanol (430 mg, 2.0 mmol), as prepared in step (b) of Example 1, and triphenylphosphine (525 mg, 2.0 mmol) in tetrahydrofuran (20 mL) at 0° C. The mixture was stirred at 0° C. for 2 h and at room temperature for 3 h. The reaction mixture was quenched with water (50 mL) and... The reactants are ClC1=C2C(=C(N=N1)Cl)C=NC=C2 (1,4-Dichloropyrido[3,4-d]pyridazine), C[C@@H]1NCCNC1 ((S)-2-methylpiperazine). The solvent is O (water), CN1CCCC1=O (NMP). Run at temperature 25 celsius, time 2 hour. Product: ClC1=C2C(=C(N=N1)N1C[C@@H](NCC1)C)C=NC=C2 ((S)-1-chloro-4-(3-methylpiperazin-1-yl)pyrido[3,4-d]pyridazine). RXN SMILES: [Cl:1][C:2]1[N:7]=[N:6][C:5](Cl)=[C:4]2[CH:9]=[N:10][CH:11]=[CH:12][C:3]=12.[CH3:13][C@H:14]1[CH2:19][NH:18][CH2:17][CH2:16][NH:15]1>CN1C(=O)CCC1.O>[Cl:1][C:2]1[N:7]=[N:6][C:5]([N:18]2[CH2:17][CH2:16][NH:15][C@@H:14]([CH3:13])[CH2:19]2)=[C:4]2[CH:9]=[N:10][CH:11]=[CH:12][C:3]=12. Procedure details: To 1,4-dichloropyrido[3,4-d]pyridazine 3 (0.500 g, 2.50 mmol) in NMP (2.5 ml) was added (S)-2-methylpiperazine (0.300 g, 3.00 mmol). The reaction was stirred at 25° C. for 2 h. After one hour reaction contents were diluted with water (20×) and extracted with 10% MeOH in CH2Cl2 (3×25 mL). The combined organics were dried with Na2SO4 and concentrated in vacuo. Silica gel chromatography (gradient elution 0 to 5% MeOH in CH2Cl2) afforded (S)-1-chloro-4-(3-methylpiperazin-1-yl)pyrido[3,4-d]pyridazine... Starting materials: C(C)(C)NC=1C=C(C(=O)C2=CC=CC=C2)C=CC1N (3-isopropylamino-4-aminobenzophenone), C(C(O)C)(=O)O (lactic acid). Product: C(C)(C)N1C(=NC2=C1C=C(C=C2)C(C2=CC=CC=C2)=O)C(C)O (1-isopropyl-2-(1-hydroxyethyl)-6-benzoylbenzimidazole). As a reaction SMILES: [CH:1]([NH:4][C:5]1[CH:6]=[C:7]([CH:16]=[CH:17][C:18]=1[NH2:19])[C:8]([C:10]1[CH:15]=[CH:14][CH:13]=[CH:12][CH:11]=1)=[O:9])([CH3:3])[CH3:2].[C:20](O)(=O)[CH:21]([CH3:23])[OH:22]>>[CH:1]([N:4]1[C:5]2[CH:6]=[C:7]([C:8](=[O:9])[C:10]3[CH:15]=[CH:14][CH:13]=[CH:12][CH:11]=3)[CH:16]=[CH:17][C:18]=2[N:19]=[C:20]1[CH:21]([OH:22])[CH3:23])([CH3:3])[CH3:2]. Reported procedure: Reacting 3-isopropylamino-4-aminobenzophenone, prepared by General Preparation 1 (A and B), with lactic acid according to the procedure of General Preparation 2 gave the title product, M+ =308. The reactants are CC(C)(C)OC(=O)Nc1ccc(-c2ccc(F)cc2)cc1NC(=O)CC(=O)c1cccc(-n2cnnn2)c1, ClCCl, O=C(O)C(F)(F)F. The product is O=C1CC(c2cccc(-n3cnnn3)c2)=Nc2ccc(-c3ccc(F)cc3)cc2N1. Reaction SMILES: [C:1]([O:2][C:3](=[O:4])[NH:7][c:8]1[c:9]([NH:21][C:22]([CH2:23][C:24](=[O:5])[c:25]2[cH:26][c:27](-[n:31]3[n:32][n:33][n:34][cH:35]3)[cH:28][cH:29][cH:30]2)=[O:37])[cH:10][c:11](-[c:14]2[cH:15][cH:16][c:17]([F:20])[cH:18][cH:19]2)[cH:12][cH:13]1)([CH3:6])([CH3:36])[CH3:38].[Cl:46][CH2:47][Cl:48].[F:39][C:40]([F:41])([F:42])[C:43]([OH:44])=[O:45]>>[N:7]1=[C:24]([c:25]2[cH:26][c:27](-[n:31]3[n:32][n:33][n:34][cH:35]3)[cH:28][cH:29][cH:30]2)[CH2:23][C:22](=[O:37])[NH:21][c:9]2[c:8]1[cH:13][cH:12][c:11](-[c:14]1[cH:15][cH:16][c:17]([F:20])[cH:18][cH:19]1)[cH:10]2. Starting materials: CCO, Cl, O=Cc1c(C(F)(F)F)ccc(F)c1F, NO, [Na+], [OH-], O. Product: ON=Cc1c(C(F)(F)F)ccc(F)c1F. Reaction SMILES: [CH3:21][CH2:22][OH:23].[ClH:15].[F:1][c:2]1[c:3]([CH:4]=[O:5])[c:6]([C:11]([F:12])([F:13])[F:14])[cH:7][cH:8][c:9]1[F:10].[NH2:16][OH:17].[Na+:19].[OH-:18].[OH2:20]>>[F:1][c:2]1[c:3]([CH:4]=[N:16][OH:17])[c:6]([C:11]([F:12])([F:13])[F:14])[cH:7][cH:8][c:9]1[F:10].